Dataset: the Open Reaction Database (ORD), a public repository of structured organic reaction records. Task: describe an organic reaction: reactants, conditions, products, and yield The reactants are C=CCN1C(=O)C(NC(=O)C(C)(C)C(=O)OCC)C(C)Oc2ccc(F)cc21, [Li+], C1CCOC1, [OH-], O, O. The product is C=CCN1C(=O)C(NC(=O)C(C)(C)C(=O)O)C(C)Oc2ccc(F)cc21. RXN SMILES: [CH2:1]([CH3:2])[O:3][C:4]([C:5]([C:6](=[O:7])[NH:8][CH:9]1[CH:10]([CH3:25])[O:11][c:12]2[c:13]([cH:20][c:21]([F:24])[cH:22][cH:23]2)[N:14]([CH2:17][CH:18]=[CH2:19])[C:15]1=[O:16])([CH3:26])[CH3:27])=[O:28].[Li+:31].[O:32]1[CH2:33][CH2:34][CH2:35][CH2:36]1.[OH-:30].[OH2:29].[OH2:37]>>[O:3]=[C:4]([C:5]([C:6](=[O:7])[NH:8][CH:9]1[CH:10]([CH3:25])[O:11][c:12]2[c:13]([cH:20][c:21]([F:24])[cH:22][cH:23]2)[N:14]([CH2:17][CH:18]=[CH2:19])[C:15]1=[O:16])([CH3:26])[CH3:27])[OH:28]. The reactants are BrC1=NC=CC(=C1)C1=NN(C(C2=CC(=C(C=C12)OC)OC)=O)CC(=O)OC (2-bromo-4-(6,7-dimethoxy-2-methoxycarbonylmethylphthalazin-1(2H)-on-4-yl)pyridine), [BH4-].[Na+] (sodium borohydride), CO (methanol), O (water). Solvent: O1CCCC1 (tetrahydrofuran), O1CCCC1 (tetrahydrofuran). Product: BrC1=NC=CC(=C1)C1=NN(C(C2=CC(=C(C=C12)OC)OC)=O)CCO (2-bromo-4-(6,7-dimethoxy-2-hydroxyethylphthalazin-1(2H)-on-4-yl)pyridine). The yield is 75.9%. Reaction SMILES: [Br:1][C:2]1[CH:7]=[C:6]([C:8]2[C:17]3[C:12](=[CH:13][C:14]([O:20][CH3:21])=[C:15]([O:18][CH3:19])[CH:16]=3)[C:11](=[O:22])[N:10]([CH2:23][C:24](OC)=[O:25])[N:9]=2)[CH:5]=[CH:4][N:3]=1.[BH4-].[Na+].CO.O>O1CCCC1>[Br:1][C:2]1[CH:7]=[C:6]([C:8]2[C:17]3[C:12](=[CH:13][C:14]([O:20][CH3:21])=[C:15]([O:18][CH3:19])[CH:16]=3)[C:11](=[O:22])[N:10]([CH2:23][CH2:24][OH:25])[N:9]=2)[CH:5]=[CH:4][N:3]=1 |f:1.2|. Procedure details: To a solution of 2-bromo-4-(6,7-dimethoxy-2-methoxycarbonylmethylphthalazin-1(2H)-on-4-yl)pyridine (4.34 g) in tetrahydrofuran (20 ml) is added sodium borohydride (0.76 g), and further thereto is added dropwise with heating a mixture of methanol (3.2 ml) and tetrahydrofuran (5 ml) under reflux over a period of one hour. The reaction mixture is allowed to stand for cooling, and thereto is added water under ice-cooling. The mixture is extracted with chloroform, and the extract is washed, dried and... Reactants: OC1=C(C=CC(=C1)O)C(C)=O (2',4'-dihydroxyacetophenone), C([O-])([O-])=O.[K+].[K+] (potassium carbonate), ClCC=C(C)C (1-chloro-3-methyl-2-butene), Cl (hydrochloric acid). Solvent: O1CCCC1 (tetrahydrofuran). Reaction conditions: time 5 day. Yields the product OC1=C(C=CC(=C1CC=C(C)C)O)C(C)=O (2',4'-dihydroxy-3'-(3-methyl-2-butenyl)acetophenone). RXN SMILES: [OH:1][C:2]1[CH:7]=[C:6]([OH:8])[CH:5]=[CH:4][C:3]=1[C:9](=[O:11])[CH3:10].C(=O)([O-])[O-].[K+].[K+].Cl[CH2:19][CH:20]=[C:21]([CH3:23])[CH3:22].Cl>O1CCCC1>[OH:1][C:2]1[C:7]([CH2:19][CH:20]=[C:21]([CH3:23])[CH3:22])=[C:6]([OH:8])[CH:5]=[CH:4][C:3]=1[C:9](=[O:11])[CH3:10] |f:1.2.3|. Reported procedure: In 750 ml of tetrahydrofuran was dissolved 149.9 g of 2',4'-dihydroxyacetophenone, and 409.2 g of anhydrous potassium carbonate and 150 ml of 1-chloro-3-methyl-2-butene were added to the solution and the mixture was stirred at room temperature in a nitrogen current for 5 days. After the reaction, the reaction mixture was made acidic by addition of hydrochloric acid and extracted with diethyl ether. The solvent was removed from the ether extract by distillation. Then, 800 ml of hexane was added t... Procedure details: To a solution of 5-(2-amino-3H-benzimidazol-5-yl)-furan-2-carboxylic acid ((S)-cyclohexyl-methylcarbamoyl-methyl)-amide (10 mg, 0.025 mmol) in anhydrous pyridine (1 mL) is added acetic anhydride. The mixture is heated at 100° C. for 2 h. After cooling to room temperature the mixture is purified by reversed phase (HPLC). 4.6 mg, 42%, LC/MS ESI m/z (M+H)+=438.47. Solvent: N1=CC=CC=C1 (pyridine). The reactants are C1(CCCCC1)[C@@H](C(NC)=O)NC(=O)C=1OC(=CC1)C1=CC2=C(N=C(N2)N)C=C1 (5-(2-amino-3H-benzimidazol-5-yl)-furan-2-carboxylic acid ((S)-cyclohexyl-methylcarbamoyl-methyl)-amide), C(C)(=O)OC(C)=O (acetic anhydride). Reaction conditions: temperature 100 celsius. RXN SMILES: [CH:1]1([C@H:7]([NH:12][C:13]([C:15]2[O:16][C:17]([C:20]3[CH:29]=[CH:28][C:23]4[N:24]=[C:25]([NH2:27])[NH:26][C:22]=4[CH:21]=3)=[CH:18][CH:19]=2)=[O:14])[C:8](=[O:11])[NH:9][CH3:10])[CH2:6][CH2:5][CH2:4][CH2:3][CH2:2]1.[C:30](OC(=O)C)(=[O:32])[CH3:31]>N1C=CC=CC=1>[CH:1]1([C@H:7]([NH:12][C:13]([C:15]2[O:16][C:17]([C:20]3[CH:29]=[CH:28][C:23]4[N:24]=[C:25]([NH:27][C:30](=[O:32])[CH3:31])[NH:26][C:22]=4[CH:21]=3)=[CH:18][CH:19]=2)=[O:14])[C:8](=[O:11])[NH:9][CH3:10])[CH2:6][CH2:5][CH2:4][CH2:3][CH2:2]1. Yields the product C1(CCCCC1)[C@@H](C(NC)=O)NC(=O)C=1OC(=CC1)C1=CC2=C(N=C(N2)NC(C)=O)C=C1 (5-(2-Acetylamino-3H-benzimidazol-5-yl)-furan-2-carboxylic acid ((S)-cyclohexyl-methylcarbamoyl-methyl)-amide). Starting materials: CC(=O)O, ClCCl, OO, O=C(O)c1ccc(COc2ccc(S(=O)Cc3ccc4ccccc4n3)cc2)cc1. The product is O=C(O)c1ccc(COc2ccc(S(=O)(=O)Cc3ccc4ccccc4n3)cc2)cc1. Reaction SMILES: [CH3:31][C:32]([OH:33])=[O:34].[Cl:37][CH2:38][Cl:39].[OH:35][OH:36].[n:1]1[c:2]([CH2:11][S:12](=[O:13])[c:14]2[cH:15][cH:16][c:17]([O:18][CH2:19][c:20]3[cH:21][cH:22][c:23]([C:24](=[O:25])[OH:26])[cH:27][cH:28]3)[cH:29][cH:30]2)[cH:3][cH:4][c:5]2[cH:6][cH:7][cH:8][cH:9][c:10]12>>[n:1]1[c:2]([CH2:11][S:12](=[O:13])([c:14]2[cH:15][cH:16][c:17]([O:18][CH2:19][c:20]3[cH:21][cH:22][c:23]([C:24](=[O:25])[OH:26])[cH:27][cH:28]3)[cH:29][cH:30]2)=[O:33])[cH:3][cH:4][c:5]2[cH:6][cH:7][cH:8][cH:9][c:10]12.